describe an organic reaction: reactants, conditions, products, and yield From a dataset of the Open Reaction Database (ORD), a public repository of structured organic reaction records. The reactants are C(=O)([O-])[O-].[K+].[K+] (K2CO3), BrCCCBr (1,3-dibromopropane), C(#N)C1=C(C=C(C=C1)NC(=O)NC1=CC(=C(C(=O)NC)C=C1)F)C(F)(F)F (4-[4-cyano-3-(trifluoromethyl)-phenylcarbamoylamino]-N-methyl-2-fluorobenzamide), C(=O)([O-])[O-].[K+].[K+] (K2CO3), BrCCCBr (1,3-dibromopropane). The solvent is CN(C)C=O (DMF). Run at temperature 90 celsius. The product is FC(C=1C=C(C=CC1C#N)N1C(N(CCC1)C1=CC(=C(C(=O)NC)C=C1)F)=O)(F)F (4-[3-[3-(trifluoromethyl)-4-cyanophenyl]-2-oxo-tetrahydro-pyrimidin-1(2H)-yl]-N-methyl-2-fluorobenzamide). RXN SMILES: C([O-])([O-])=O.[K+].[K+].Br[CH2:8][CH2:9][CH2:10]Br.[C:12]([C:14]1[CH:19]=[CH:18][C:17]([NH:20][C:21]([NH:23][C:24]2[CH:33]=[CH:32][C:27]([C:28]([NH:30][CH3:31])=[O:29])=[C:26]([F:34])[CH:25]=2)=[O:22])=[CH:16][C:15]=1[C:35]([F:38])([F:37])[F:36])#[N:13]>CN(C=O)C>[F:36][C:35]([F:37])([F:38])[C:15]1[CH:16]=[C:17]([N:20]2[CH2:10][CH2:9][CH2:8][N:23]([C:24]3[CH:33]=[CH:32][C:27]([C:28]([NH:30][CH3:31])=[O:29])=[C:26]([F:34])[CH:25]=3)[C:21]2=[O:22])[CH:18]=[CH:19][C:14]=1[C:12]#[N:13] |f:0.1.2|. Reported procedure: K2CO3 (109 mg, 0.79 mmol) and 1,3-dibromopropane (32 mkl, 0.32 mmol) were added to a solution of 4-[4-cyano-3-(trifluoromethyl)-phenylcarbamoylamino]-N-methyl-2-fluorobenzamide (100 mg, 0.26 mmol) 2 in DMF (2 ml). Mixture was stirred at 90° C. In 18 h another portion of K2CO3 (109 mg) and 1,3-dibromopropane (32 mkl) were added and stirring was continued at the same temperature. Addition was repeated by 2 more times. After the reaction was completed the mixture was evaporated in vacuo, the residu... Reactants: [BH4-], [Na+], C1CCOC1, O, Cc1oc(-c2ccco2)nc1COc1ccc(COc2nn(-c3ccccc3)cc2C=O)cc1. Yields the product Cc1oc(-c2ccco2)nc1COc1ccc(COc2nn(-c3ccccc3)cc2CO)cc1. Reaction SMILES: [BH4-:35].[Na+:36].[O:38]1[CH2:39][CH2:40][CH2:41][CH2:42]1.[OH2:37].[o:1]1[c:2](-[c:6]2[o:7][c:8]([CH3:34])[c:9]([CH2:11][O:12][c:13]3[cH:14][cH:15][c:16]([CH2:17][O:18][c:19]4[n:20][n:21](-[c:26]5[cH:27][cH:28][cH:29][cH:30][cH:31]5)[cH:22][c:23]4[CH:24]=[O:25])[cH:32][cH:33]3)[n:10]2)[cH:3][cH:4][cH:5]1>>[o:1]1[c:2](-[c:6]2[o:7][c:8]([CH3:34])[c:9]([CH2:11][O:12][c:13]3[cH:14][cH:15][c:16]([CH2:17][O:18][c:19]4[n:20][n:21](-[c:26]5[cH:27][cH:28][cH:29][cH:30][cH:31]5)[cH:22][c:23]4[CH2:24][OH:25])[cH:32][cH:33]3)[n:10]2)[cH:3][cH:4][cH:5]1. Starting materials: Cl.N[C@H]1CN(CC1)C1=CC=CC2=CC=C(C=C12)O ((R)-3-Amino-1-[7-hydroxynaphthalen-1-yl]pyrrolidine hydrochloride), [BH3-]C#N.[Na+] (NaCNBH3), C(#N)C1=C(C=C(CN2C=NC=C2C=O)C=C1)F (1-(4-cyano-3-fluorobenzyl)-5-imidazolecarboxaldehyde), C(C)(C)N(C(C)C)CC (N,N-diisopropylethylamine). The solvent is CO (MeOH). Reaction conditions: time 1 hour. Yields the product FC1=C(C#N)C=CC(=C1)CN1C=NC=C1CN[C@H]1CN(CC1)C1=CC=CC2=CC=C(C=C12)O ((R)-2-Fluoro-4-(5-{[1-(7-hydroxynaphthalen-1-yl)pyrrolidin-3-ylamino]methyl}imidazol-1-ylmethyl)benzonitrile). RXN SMILES: Cl.[NH2:2][C@@H:3]1[CH2:7][CH2:6][N:5]([C:8]2[C:17]3[C:12](=[CH:13][CH:14]=[C:15]([OH:18])[CH:16]=3)[CH:11]=[CH:10][CH:9]=2)[CH2:4]1.[C:19]([C:21]1[CH:34]=[CH:33][C:24]([CH2:25][N:26]2[C:30]([CH:31]=O)=[CH:29][N:28]=[CH:27]2)=[CH:23][C:22]=1[F:35])#[N:20].C(N(CC)C(C)C)(C)C.[BH3-]C#N.[Na+]>CO>[F:35][C:22]1[CH:23]=[C:24]([CH2:25][N:26]2[C:30]([CH2:31][NH:2][C@@H:3]3[CH2:7][CH2:6][N:5]([C:8]4[C:17]5[C:12](=[CH:13][CH:14]=[C:15]([OH:18])[CH:16]=5)[CH:11]=[CH:10][CH:9]=4)[CH2:4]3)=[CH:29][N:28]=[CH:27]2)[CH:33]=[CH:34][C:21]=1[C:19]#[N:20] |f:0.1,4.5|. Procedure: (R)-3-Amino-1-[7-hydroxynaphthalen-1-yl]pyrrolidine hydrochloride, as described in Step J, (85 mg, 0.32 mmol) and 1-(4-cyano-3-fluorobenzyl)-5-imidazolecarboxaldehyde, as described in Example 1, Step G, (75 mg, 0.33 mmol), were stirred in MeOH (1 mL) and N,N-diisopropylethylamine was added dropwise to adjust the mixture to ca. pH 5, as judged by wetted pH paper. The mixture was stirred for 1 hour at ambient temperature then NaCNBH3 (26 mg, 0.42 mmol) was added and stirring was continued for 18 h... Starting materials: C(\C=C(/C)\CCC=C(C)C)N (geranylamine), [Cl-].COC(C(=O)O)=O (oxalic acid monomethylester chloride). The product is COC(C(=O)NC\C=C(\CCC=C(C)C)/C)=O (N-((E)-3,7-dimethyl-octa-2,6-dienyl)-oxalic acid amide-methyl-ester). Reaction SMILES: [CH2:1]([NH2:11])/[CH:2]=[C:3](/[CH2:5][CH2:6][CH:7]=[C:8]([CH3:10])[CH3:9])\[CH3:4].[Cl-].[CH3:13][O:14][C:15](=[O:19])[C:16](O)=[O:17]>>[CH3:13][O:14][C:15](=[O:19])[C:16]([NH:11][CH2:1]/[CH:2]=[C:3](\[CH3:4])/[CH2:5][CH2:6][CH:7]=[C:8]([CH3:10])[CH3:9])=[O:17] |f:1.2|. Procedure details: Said substance is manufactured according to AAV 1, by converting geranylamine and oxalic acid monomethylester chloride with each other and the product is purified by column chromatography (pentane/diethyl ether=1/1). The reactants are OC1(CCN(CC1)C1=C(C=C(C=C1)N1C(O[C@H](C1)CNC(C)=O)=O)F)COCC ((S)—N-{3-[4-(4-hydroxy-4-ethoxymethyl piperidin-1-yl)-3-fluorophenyl]-2-oxo-oxazolidin-5-ylmethyl}-acetamide), CCN(CC)S(F)(F)F (DAST). The solvent is ClCCl (dichloromethane). The product is FC1(CCN(CC1)C1=C(C=C(C=C1)N1C(O[C@H](C1)CNC(C)=O)=O)F)COCC ((S)—N-{3-[4-(4-Fluoro-4-ethoxymethyl piperidin-1-yl)-3-fluorophenyl]-2-oxo-oxazolidin-5-ylmethyl}-acetamide). The yield is 65.0%. Reaction SMILES: O[C:2]1([CH2:26][O:27][CH2:28][CH3:29])[CH2:7][CH2:6][N:5]([C:8]2[CH:13]=[CH:12][C:11]([N:14]3[CH2:18][C@H:17]([CH2:19][NH:20][C:21](=[O:23])[CH3:22])[O:16][C:15]3=[O:24])=[CH:10][C:9]=2[F:25])[CH2:4][CH2:3]1.CCN(S(F)(F)[F:36])CC>ClCCl>[F:36][C:2]1([CH2:26][O:27][CH2:28][CH3:29])[CH2:7][CH2:6][N:5]([C:8]2[CH:13]=[CH:12][C:11]([N:14]3[CH2:18][C@H:17]([CH2:19][NH:20][C:21](=[O:23])[CH3:22])[O:16][C:15]3=[O:24])=[CH:10][C:9]=2[F:25])[CH2:4][CH2:3]1. Procedure details: The title compound was prepared by reacting (S)—N-{3-[4-(4-hydroxy-4-ethoxymethyl piperidin-1-yl)-3-fluorophenyl]-2-oxo-oxazolidin-5-ylmethyl}-acetamide (1.37 mmol) with DAST (4.10 mmol) in dichloromethane (10 ml) at a temperature 0° C. for one hour and by purifying the compound by silica gel column chromatography in 65% yield. Reactants: BrCc1ccccc1, O=c1[nH]ncc(Cl)c1Cl, [K+], [K+], O=C([O-])[O-], CN(C)C=O, O=c1cccn[nH]1. Yields the product O=c1c(Cl)c(Cl)cnn1Cc1ccccc1. RXN SMILES: [CH2:16]([c:17]1[cH:18][cH:19][cH:20][cH:21][cH:22]1)[Br:23].[Cl:1][c:2]1[c:3]([Cl:9])[c:4](=[O:8])[nH:5][n:6][cH:7]1.[K+:10].[K+:11].[O-:12][C:13]([O-:14])=[O:15].[O:31]=[CH:32][N:33]([CH3:34])[CH3:35].[n:24]1[nH:25][c:26](=[O:27])[cH:28][cH:29][cH:30]1>>[Cl:1][c:2]1[c:3]([Cl:9])[c:4](=[O:8])[n:5]([CH2:16][c:17]2[cH:18][cH:19][cH:20][cH:21][cH:22]2)[n:6][cH:7]1. The reactants are C(C)(=O)OCC(COC1=CC=CC2=CC=CC=C12)N1CCCCC1 (2-piperidino-3-(1-naphthyloxy)-1-propanol acetate), [OH-].[K+] (KOH). The solvent is CO (methanol), CO (methanol), O (water). Product: N1(CCCCC1)C(CO)COC1=CC=CC2=CC=CC=C12 (2-Piperidino-3-(1-naphthyloxy)-1-propanol). RXN SMILES: C([O:4][CH2:5][CH:6]([N:19]1[CH2:24][CH2:23][CH2:22][CH2:21][CH2:20]1)[CH2:7][O:8][C:9]1[C:18]2[C:13](=[CH:14][CH:15]=[CH:16][CH:17]=2)[CH:12]=[CH:11][CH:10]=1)(=O)C.[OH-].[K+]>CO.O>[N:19]1([CH:6]([CH2:7][O:8][C:9]2[C:18]3[C:13](=[CH:14][CH:15]=[CH:16][CH:17]=3)[CH:12]=[CH:11][CH:10]=2)[CH2:5][OH:4])[CH2:24][CH2:23][CH2:22][CH2:21][CH2:20]1 |f:1.2|. Procedure: A suspension of 2-piperidino-3-(1-naphthyloxy)-1-propanol acetate (6.4 g), 15% KOH in methanol (10 ml), methanol (10 ml) and water (20 ml) is heated at reflux for one hour. The reaction mixture is concentrated to dryness. The residue is taken up in diethyl ether. The ether extract is washed with water and concentrated to give the title compound as an oil, γmaxEtOH 319 nm (ε=1780), 350 nm (ε=3330), 288 nm (ε=6340), 230 nm (ε=30,600), 212 nm (ε=44,180).